This data is from the Open Reaction Database (ORD), a public repository of structured organic reaction records. The task is: describe an organic reaction: reactants, conditions, products, and yield The reactants are CCO, O=C1NC(Cc2cccc(OC(F)(F)C(F)F)c2)C(c2cccc(Cl)c2)O1, [Na+], [OH-]. The product is NC(Cc1cccc(OC(F)(F)C(F)F)c1)C(O)c1cccc(Cl)c1. RXN SMILES: [CH3:30][CH2:31][OH:32].[Cl:1][c:2]1[cH:3][c:4]([CH:8]2[CH:9]([CH2:14][c:15]3[cH:16][c:17]([O:21][C:22]([CH:23]([F:24])[F:25])([F:26])[F:27])[cH:18][cH:19][cH:20]3)[NH:10][C:11](=[O:13])[O:12]2)[cH:5][cH:6][cH:7]1.[Na+:29].[OH-:28]>>[Cl:1][c:2]1[cH:3][c:4]([CH:8]([CH:9]([NH2:10])[CH2:14][c:15]2[cH:16][c:17]([O:21][C:22]([CH:23]([F:24])[F:25])([F:26])[F:27])[cH:18][cH:19][cH:20]2)[OH:12])[cH:5][cH:6][cH:7]1.